From a dataset of the Open Reaction Database (ORD), a public repository of structured organic reaction records. describe an organic reaction: reactants, conditions, products, and yield Reactants: [Li]CCCC, CSSC, CCCCCC, Cl, C1CCOC1, CSc1ccccc1. Product: CSCSc1ccccc1. Reaction SMILES: [CH2:1]([Li:2])[CH2:3][CH2:4][CH3:5].[CH3:14][S:15][S:16][CH3:17].[CH3:19][CH2:20][CH2:21][CH2:22][CH2:23][CH3:24].[ClH:18].[O:25]1[CH2:26][CH2:27][CH2:28][CH2:29]1.[c:6]1([S:12][CH3:13])[cH:7][cH:8][cH:9][cH:10][cH:11]1>>[c:6]1([S:12][CH2:13][S:15][CH3:14])[cH:7][cH:8][cH:9][cH:10][cH:11]1. Reactants: CCOC(C)=O, CC(=O)O, COCCn1c(-c2ccc(C(C)C)cc2)nc2cc(Cc3ccccc3SC)cc(OC)c21, OO. Product: COCCn1c(-c2ccc(C(C)C)cc2)nc2cc(Cc3ccccc3S(C)=O)cc(OC)c21. RXN SMILES: [CH3:36][CH2:37][O:38][C:39]([CH3:40])=[O:41].[CH3:42][C:43](=[O:44])[OH:45].[CH:1]([CH3:2])([CH3:3])[c:4]1[cH:5][cH:6][c:7](-[c:10]2[n:11][c:12]3[c:13]([n:14]2[CH2:15][CH2:16][O:17][CH3:18])[c:19]([O:32][CH3:33])[cH:20][c:21]([CH2:23][c:24]2[c:25]([S:30][CH3:31])[cH:26][cH:27][cH:28][cH:29]2)[cH:22]3)[cH:8][cH:9]1.[OH:34][OH:35]>>[CH:1]([CH3:2])([CH3:3])[c:4]1[cH:5][cH:6][c:7](-[c:10]2[n:11][c:12]3[c:13]([n:14]2[CH2:15][CH2:16][O:17][CH3:18])[c:19]([O:32][CH3:33])[cH:20][c:21]([CH2:23][c:24]2[c:25]([S:30]([CH3:31])=[O:38])[cH:26][cH:27][cH:28][cH:29]2)[cH:22]3)[cH:8][cH:9]1. Starting materials: C(CCC)C1(C2=CC=CC=C2C=2C=CC(=CC12)N(C1=CC=C2C=3C=CC(=CC3C(C2=C1)(CCCC)CCCC)C1=CC=C(S1)C=O)C1=CC=2C(C3=CC=CC=C3C2C=C1)(CCCC)CCCC)CCCC (5-{7-[bis-(9,9-dibutyl-9H-fluoren-2-yl)amino]-9,9-dibutyl-9H-fluoren-2-yl}-thiophene-2-carbaldehyde), C(#N)CC(=O)O (cyanoacetic acid). The reagents and catalysts are N1CCCCC1 (piperidine). The solvent is C(C)#N (acetonitrile). Yields the product C(CCC)C1(C2=CC=CC=C2C=2C=CC(=CC12)N(C1=CC=C2C=3C=CC(=CC3C(C2=C1)(CCCC)CCCC)C1=CC=C(S1)C=C(C(=O)O)C#N)C1=CC=2C(C3=CC=CC=C3C2C=C1)(CCCC)CCCC)CCCC (3-(5-{7-[bis-(9,9-dibutyl-9H-fluoren-2-yl)amino]-9,9-dibutyl-9H-fluoren-2-yl}-thiophen-2-yl)-2-cyano-acrylic acid). As a reaction SMILES: [CH2:1]([C:5]1([CH2:68][CH2:69][CH2:70][CH3:71])[C:17]2[CH:16]=[C:15]([N:18]([C:47]3[CH:59]=[CH:58][C:57]4[C:56]5[C:51](=[CH:52][CH:53]=[CH:54][CH:55]=5)[C:50]([CH2:64][CH2:65][CH2:66][CH3:67])([CH2:60][CH2:61][CH2:62][CH3:63])[C:49]=4[CH:48]=3)[C:19]3[CH:31]=[C:30]4[C:22]([C:23]5[CH:24]=[CH:25][C:26]([C:40]6[S:44][C:43]([CH:45]=O)=[CH:42][CH:41]=6)=[CH:27][C:28]=5[C:29]4([CH2:36][CH2:37][CH2:38][CH3:39])[CH2:32][CH2:33][CH2:34][CH3:35])=[CH:21][CH:20]=3)[CH:14]=[CH:13][C:12]=2[C:11]2[C:6]1=[CH:7][CH:8]=[CH:9][CH:10]=2)[CH2:2][CH2:3][CH3:4].[C:72]([CH2:74][C:75]([OH:77])=[O:76])#[N:73]>C(#N)C.N1CCCCC1>[CH2:1]([C:5]1([CH2:68][CH2:69][CH2:70][CH3:71])[C:17]2[CH:16]=[C:15]([N:18]([C:47]3[CH:59]=[CH:58][C:57]4[C:56]5[C:51](=[CH:52][CH:53]=[CH:54][CH:55]=5)[C:50]([CH2:60][CH2:61][CH2:62][CH3:63])([CH2:64][CH2:65][CH2:66][CH3:67])[C:49]=4[CH:48]=3)[C:19]3[CH:31]=[C:30]4[C:22]([C:23]5[CH:24]=[CH:25][C:26]([C:40]6[S:44][C:43]([CH:45]=[C:74]([C:72]#[N:73])[C:75]([OH:77])=[O:76])=[CH:42][CH:41]=6)=[CH:27][C:28]=5[C:29]4([CH2:32][CH2:33][CH2:34][CH3:35])[CH2:36][CH2:37][CH2:38][CH3:39])=[CH:21][CH:20]=3)[CH:14]=[CH:13][C:12]=2[C:11]2[C:6]1=[CH:7][CH:8]=[CH:9][CH:10]=2)[CH2:2][CH2:3][CH3:4]. Procedure details: As shown in Scheme 3, 7-bromo-9H-fluoren-2-ylamine is reacted with 1-iodobutane to form 7-bromo-9,9-dibutyl-9H-fluoren-2-ylamine (31); and 2-Iodo-9H-fluorene is reacted with 1-iodobutane to form 9,9-dibutyl-2-iodo-9H-fluorene (32). Then, 7-bromo-9,9-dibutyl-9H-fluoren-2-ylamine (31) is reacted with 9,9-dibutyl-2-iodo-9H-fluorene (32) by Ullman coupling reaction to obtain (7-bromo-9,9-dibutyl-9H-fluoren-2-yl)-bis-(9,9-dibutyl-9H-fluoren-2-yl)amine (33). Next, (7-bromo-9,9-dibutyl-9H-fluoren-2-yl)... Starting materials: CC(C)Oc1ccc([N+](=O)[O-])c(NC2CCN(C(=O)OC(C)(C)C)CC2)c1, CCO, NN, O. Product: CC(C)Oc1ccc(N)c(NC2CCN(C(=O)OC(C)(C)C)CC2)c1. RXN SMILES: [CH3:1][CH:2]([CH3:3])[O:4][c:5]1[cH:6][cH:7][c:8]([N+:25]([O-:26])=[O:27])[c:9]([NH:11][CH:12]2[CH2:13][CH2:14][N:15]([C:18](=[O:19])[O:20][C:21]([CH3:22])([CH3:23])[CH3:24])[CH2:16][CH2:17]2)[cH:10]1.[CH3:31][CH2:32][OH:33].[NH2:29][NH2:30].[OH2:28]>>[CH3:1][CH:2]([CH3:3])[O:4][c:5]1[cH:6][cH:7][c:8]([NH2:25])[c:9]([NH:11][CH:12]2[CH2:13][CH2:14][N:15]([C:18](=[O:19])[O:20][C:21]([CH3:22])([CH3:23])[CH3:24])[CH2:16][CH2:17]2)[cH:10]1.